The task is: describe an organic reaction: reactants, conditions, products, and yield. This data is from the Open Reaction Database (ORD), a public repository of structured organic reaction records. Starting materials: C(C)(C)(C)C1=CC(=C(C=N1)C=1N([C@]([C@](N1)(C)C1=CC=C(C=C1)Cl)(C)C1=CC=C(C=C1)Cl)C(=O)N1CCC(CC1)CC(=O)O)OCC ({1-[(4S,5R)-2-(6-tert-Butyl-4-ethoxy-pyridin-3-yl)-4,5-bis-(4-chloro-phenyl)-4,5-dimethyl-4,5-dihydro-imidazole-1-carbonyl]-piperidin-4-yl}-acetic acid), NC=1C=NC=CC1 (3-aminopyridine). The product is C(C)(C)(C)C1=CC(=C(C=N1)C=1N([C@]([C@](N1)(C)C1=CC=C(C=C1)Cl)(C)C1=CC=C(C=C1)Cl)C(=O)N1CCC(CC1)CC(=O)NC=1C=NC=CC1)OCC (2-{1-[(4S,5R)-2-(6-tert-Butyl-4-ethoxy-pyridin-3-yl)-4,5-bis-(4-chloro-phenyl)-4,5-dimethyl-4,5-dihydro-imidazole-1-carbonyl]-piperidin-4-yl}-N-pyridin-3-yl-acetamide). RXN SMILES: [C:1]([C:5]1[N:10]=[CH:9][C:8]([C:11]2[N:12]([C:32]([N:34]3[CH2:39][CH2:38][CH:37]([CH2:40][C:41](O)=[O:42])[CH2:36][CH2:35]3)=[O:33])[C@@:13]([C:25]3[CH:30]=[CH:29][C:28]([Cl:31])=[CH:27][CH:26]=3)([CH3:24])[C@@:14]([C:17]3[CH:22]=[CH:21][C:20]([Cl:23])=[CH:19][CH:18]=3)([CH3:16])[N:15]=2)=[C:7]([O:44][CH2:45][CH3:46])[CH:6]=1)([CH3:4])([CH3:3])[CH3:2].[NH2:47][C:48]1[CH:49]=[N:50][CH:51]=[CH:52][CH:53]=1>>[C:1]([C:5]1[N:10]=[CH:9][C:8]([C:11]2[N:12]([C:32]([N:34]3[CH2:39][CH2:38][CH:37]([CH2:40][C:41]([NH:47][C:48]4[CH:49]=[N:50][CH:51]=[CH:52][CH:53]=4)=[O:42])[CH2:36][CH2:35]3)=[O:33])[C@@:13]([C:25]3[CH:30]=[CH:29][C:28]([Cl:31])=[CH:27][CH:26]=3)([CH3:24])[C@@:14]([C:17]3[CH:22]=[CH:21][C:20]([Cl:23])=[CH:19][CH:18]=3)([CH3:16])[N:15]=2)=[C:7]([O:44][CH2:45][CH3:46])[CH:6]=1)([CH3:4])([CH3:2])[CH3:3]. Procedure details: In a manner analogous to the method described in example 163, {1-[(4S,5R)-2-(6-tert-Butyl-4-ethoxy-pyridin-3-yl)-4,5-bis-(4-chloro-phenyl)-4,5-dimethyl-4,5-dihydro-imidazole-1-carbonyl]-piperidin-4-yl}-acetic acid was reacted with 3-aminopyridine (Aldrich) to give the title compound. HR-MS (ES, m/z) calculated for C41H47Cl2N6O3 [(M+H)+] 741.3081, observed 741.3083. Starting materials: CN(C1CC2=CC(=CC=C2CC1)N)C (N2,N2-dimethyl-1,2,3,4-tetrahydronaphthalene-2,7-diamine), CCCCCC.C(C)(C)O.C(C)NCC (hexane isopropanol diethylamine). Reported procedure: N2,N2-dimethyl-1,2,3,4-tetrahydronaphthalene-2,7-diamine was optically resolved with CHIRALPAK AD-H (20 mm×250 mm) (hexane/isopropanol/diethylamine=80/20/0.1) to obtain 144 mg of (2S*)—N2,N2-dimethyl-1,2,3,4-tetrahydronaphthalene-2,7-diamine as a white solid, and 146 mg of (2R*)—N2,N2-dimethyl-1,2,3,4-tetrahydronaphthalene-2,7-diamine as a white solid. Yields the product CN([C@@H]1CC2=CC(=CC=C2CC1)N)C ((2S*)—N2,N2-dimethyl-1,2,3,4-tetrahydronaphthalene-2,7-diamine), CN([C@H]1CC2=CC(=CC=C2CC1)N)C ((2R*)—N2,N2-dimethyl-1,2,3,4-tetrahydronaphthalene-2,7-diamine). As a reaction SMILES: [CH3:1][N:2]([CH3:14])[CH:3]1[CH2:12][CH2:11][C:10]2[C:5](=[CH:6][C:7]([NH2:13])=[CH:8][CH:9]=2)[CH2:4]1.CCCCCC.C(O)(C)C.C(NCC)C>>[CH3:1][N:2]([CH3:14])[C@H:3]1[CH2:12][CH2:11][C:10]2[C:5](=[CH:6][C:7]([NH2:13])=[CH:8][CH:9]=2)[CH2:4]1.[CH3:1][N:2]([CH3:14])[C@@H:3]1[CH2:12][CH2:11][C:10]2[C:5](=[CH:6][C:7]([NH2:13])=[CH:8][CH:9]=2)[CH2:4]1 |f:1.2.3|. The reactants are C1CCOC1, COC(=O)c1cc(Oc2cnc(C(=O)N(C)C)cn2)cc(OC(C)COC(F)F)c1, [Li+], [OH-], O, O. Product: CC(COC(F)F)Oc1cc(Oc2cnc(C(=O)N(C)C)cn2)cc(C(=O)O)c1. Reaction SMILES: [CH2:35]1[O:36][CH2:37][CH2:38][CH2:39]1.[F:4][CH:5]([O:6][CH2:7][CH:8]([CH3:9])[O:10][c:11]1[cH:12][c:13]([C:14](=[O:15])[O:16][CH3:17])[cH:18][c:19]([O:21][c:22]2[n:23][cH:24][c:25]([C:28]([N:29]([CH3:30])[CH3:31])=[O:32])[n:26][cH:27]2)[cH:20]1)[F:33].[Li+:3].[OH-:2].[OH2:1].[OH2:34]>>[F:4][CH:5]([O:6][CH2:7][CH:8]([CH3:9])[O:10][c:11]1[cH:12][c:13]([C:14](=[O:15])[OH:16])[cH:18][c:19]([O:21][c:22]2[n:23][cH:24][c:25]([C:28]([N:29]([CH3:30])[CH3:31])=[O:32])[n:26][cH:27]2)[cH:20]1)[F:33].